Dataset: the Open Reaction Database (ORD), a public repository of structured organic reaction records. Task: describe an organic reaction: reactants, conditions, products, and yield Reactants: C(C)OC(=O)C1=NN(C(=C1CNC(C)C)C1=CC=C(C=C1)Cl)C1=C(C=CC=C1)Cl (1-(2-chloro-phenyl)-5-(4-chloro-phenyl)-4-(isopropylamino-methyl)-1H-pyrazole-3-carboxylic acid ethyl ester), Cl (HCl). The solvent is [OH-].[K+].CCO (KOH EtOH). Yields the product ClC1=C(C=CC=C1)N1N=C(C(=C1C1=CC=C(C=C1)Cl)CNC(C)C)C(=O)O (1-(2-Chloro-phenyl)-5-(4-chloro-phenyl)-4-(isopropylamino-methyl)-1H-pyrazole-3-carboxylic acid). The yield is 133.7%. As a reaction SMILES: C([O:3][C:4]([C:6]1[C:10]([CH2:11][NH:12][CH:13]([CH3:15])[CH3:14])=[C:9]([C:16]2[CH:21]=[CH:20][C:19]([Cl:22])=[CH:18][CH:17]=2)[N:8]([C:23]2[CH:28]=[CH:27][CH:26]=[CH:25][C:24]=2[Cl:29])[N:7]=1)=[O:5])C.Cl>[OH-].[K+].CCO>[Cl:29][C:24]1[CH:25]=[CH:26][CH:27]=[CH:28][C:23]=1[N:8]1[C:9]([C:16]2[CH:17]=[CH:18][C:19]([Cl:22])=[CH:20][CH:21]=2)=[C:10]([CH2:11][NH:12][CH:13]([CH3:15])[CH3:14])[C:6]([C:4]([OH:5])=[O:3])=[N:7]1 |f:2.3.4|. Procedure: A solution of 1-(2-chloro-phenyl)-5-(4-chloro-phenyl)-4-(isopropylamino-methyl)-1H-pyrazole-3-carboxylic acid ethyl ester I-4c (32 mg, 0.074 mmol) in a 1:4 solution of 1 M KOH/EtOH (10 ml) was stirred at 50° C. for 6 hours and at 37° C. for 72 hours. The reaction mixture was treated with conc. HCl until the pH of the solution was approximately 1 and then concentrated in vacuo. The residue was diluted with EtOH and filtered. The filtrate was concentrated under vacuum to give I-4a as a white solid...